Dataset: the Open Reaction Database (ORD), a public repository of structured organic reaction records. Task: describe an organic reaction: reactants, conditions, products, and yield Starting materials: C(C)OC(=O)C=1C(=NN2C1C=C(C=C2OCC2=C(C(=CC=C2)F)F)C)C (7-[(2,3-Difluorobenzyl)oxy]-2,5-dimethylpyrazolo[1,5-a]pyridine-3-carboxylic Acid ethyl Ester), [OH-].[Na+] (sodium hydroxide), [OH-].[Na+] (sodium hydroxide), CS(=O)C (dimethyl sulphoxide). Solvent: O1CCOCC1 (dioxane). Run at temperature 90 celsius, time 15 hour. Yields the product FC1=C(COC2=CC(=CC=3N2N=C(C3C(=O)O)C)C)C=CC=C1F (7-[(2,3-Difluorobenzyl)oxy]-2,5-dimethylpyrazolo[1,5-a]pyridine-3-carboxylic Acid). As a reaction SMILES: C([O:3][C:4]([C:6]1[C:7]([CH3:26])=[N:8][N:9]2[C:14]([O:15][CH2:16][C:17]3[CH:22]=[CH:21][CH:20]=[C:19]([F:23])[C:18]=3[F:24])=[CH:13][C:12]([CH3:25])=[CH:11][C:10]=12)=[O:5])C.[OH-].[Na+].CS(C)=O>O1CCOCC1>[F:24][C:18]1[C:19]([F:23])=[CH:20][CH:21]=[CH:22][C:17]=1[CH2:16][O:15][C:14]1[N:9]2[N:8]=[C:7]([CH3:26])[C:6]([C:4]([OH:5])=[O:3])=[C:10]2[CH:11]=[C:12]([CH3:25])[CH:13]=1 |f:1.2|. Procedure details: A solution of 190 mg (0.527 mmol) of 7-[(2,3-difluorobenzyl)oxy]-2,5-dimethylpyrazolo[1,5-a]pyridine-3-carboxylic acid ethyl ester from Example 116A in 5 ml of dioxane was admixed with 2.1 ml of 2 N sodium hydroxide solution. The resulting mixture was stirred at 90° C. for 15 h. Owing to incomplete mixing, 1 ml of dimethyl sulphoxide was added, followed by further 2 N sodium hydroxide solution (1 ml). The resulting mixture was stirred for a further 2 h. After the reaction had ended, the solvent ...